Dataset: the Open Reaction Database (ORD), a public repository of structured organic reaction records. Task: describe an organic reaction: reactants, conditions, products, and yield Starting materials: [Na+].[Na+].NC=1C=C(C=C2C=C(C=C(C12)S(=O)(=O)[O-])S(=O)(=O)[O-])S(=O)(=O)O (8-amino-1,3,6-naphthalenetrisulfonic acid disodium salt). The solvent is O (water), [OH-].[Na+] (sodium hydroxide). Product: NC=1C=C(C=C2C=C(C=C(C12)S(=O)(=O)O)S(=O)(=O)O)S(=O)(=O)O (8-amino-1,3,6-naphthalenetrisulfonic acid). Yield: 100.1%. RXN SMILES: [Na+].[Na+].[NH2:3][C:4]1[CH:5]=[C:6]([S:22]([OH:25])(=[O:24])=[O:23])[CH:7]=[C:8]2[C:13]=1[C:12]([S:14]([O-:17])(=[O:16])=[O:15])=[CH:11][C:10]([S:18]([O-:21])(=[O:20])=[O:19])=[CH:9]2>O.[OH-].[Na+]>[NH2:3][C:4]1[CH:5]=[C:6]([S:22]([OH:25])(=[O:24])=[O:23])[CH:7]=[C:8]2[C:13]=1[C:12]([S:14]([OH:17])(=[O:16])=[O:15])=[CH:11][C:10]([S:18]([OH:21])(=[O:19])=[O:20])=[CH:9]2 |f:0.1.2,4.5|. Procedure: A solution of 51.2 g of 8-amino-1,3,6-naphthalenetrisulfonic acid disodium salt in a mixture of 120 ml of water and 21.0 ml of 5 N sodium hydroxide was warmed and then filtered. The filtrate was slowly diluted with 400 ml of ethanol. The mixture was cooled to room temperature and the solid was collected by filtration, washed with ethanol, then ether and dried at 110° C. overnight giving 46.0 g of 8-amino-1,3,6-naphthalenetrisulfonic acid, trisodium salt. Starting materials: COC(=O)N1CC[C@@H]2[C@](CCC[C@H]12)(C#CC=1C=C(C=CC1)C)O ((3aS,4R,7aS)-4-hydroxy-4-m-tolylethynyl-octahydro-indole-1-carboxylic acid methyl ester), BrC1=CC=C(C(=O)O)C=C1 (4-brom-benzoic acid). The product is BrC1=CC=C(C(=O)O[C@@]2([C@@H]3CCN([C@@H]3CCC2)C(=O)OC)C#CC=2C=C(C=CC2)C)C=C1 ((3aR,4S,7aR)-methyl 4-(4-bromobenzoyloxy)-4-(m-tolylethynyl)octahydro-1H-indole-1-carboxylate). Reaction SMILES: [CH3:1][O:2][C:3]([N:5]1[C@@H:13]2[C@@H:8]([C@@:9]([OH:23])([C:14]#[C:15][C:16]3[CH:17]=[C:18]([CH3:22])[CH:19]=[CH:20][CH:21]=3)[CH2:10][CH2:11][CH2:12]2)[CH2:7][CH2:6]1)=[O:4].[Br:24][C:25]1[CH:33]=[CH:32][C:28]([C:29](O)=[O:30])=[CH:27][CH:26]=1>>[Br:24][C:25]1[CH:33]=[CH:32][C:28]([C:29]([O:23][C@@:9]2([C:14]#[C:15][C:16]3[CH:17]=[C:18]([CH3:22])[CH:19]=[CH:20][CH:21]=3)[CH2:10][CH2:11][CH2:12][C@@H:13]3[C@H:8]2[CH2:7][CH2:6][N:5]3[C:3]([O:2][CH3:1])=[O:4])=[O:30])=[CH:27][CH:26]=1. Reported procedure: Synthesis in analogy to the General Method 1 starting from (3aS,4R,7aS)-4-hydroxy-4-m-tolylethynyl-octahydro-indole-1-carboxylic acid methyl ester and 4-brom-benzoic acid to yield (3aR,4S,7aR)-methyl 4-(4-bromobenzoyloxy)-4-(m-tolylethynyl)octahydro-1H-indole-1-carboxylate. MS [M+H]=296 (ester elimination ion); RT=7.705 min; LC-MS Method II